This data is from the Open Reaction Database (ORD), a public repository of structured organic reaction records. The task is: describe an organic reaction: reactants, conditions, products, and yield Starting materials: Cl, O=C(NC1CN2CCC1CC2)c1cc2cccc(Br)c2s1, [Na+], [Na+], O=C([O-])[O-], CN(C)C=O, OB(O)c1ccccc1. The product is Cl, O=C(NC1CN2CCC1CC2)c1cc2cccc(-c3ccccc3)c2s1. RXN SMILES: [ClH:7].[N:8]12[CH2:9][CH:10]([NH:16][C:17](=[O:18])[c:19]3[s:20][c:21]4[c:22]([cH:23]3)[cH:24][cH:25][cH:26][c:27]4[Br:28])[CH:11]([CH2:12][CH2:13]1)[CH2:14][CH2:15]2.[Na+:1].[Na+:2].[O-:3][C:4](=[O:5])[O-:6].[O:38]=[CH:39][N:40]([CH3:41])[CH3:42].[OH:29][B:30]([OH:31])[c:32]1[cH:33][cH:34][cH:35][cH:36][cH:37]1>>[ClH:7].[N:8]12[CH2:9][CH:10]([NH:16][C:17](=[O:18])[c:19]3[s:20][c:21]4[c:22]([cH:23]3)[cH:24][cH:25][cH:26][c:27]4-[c:32]3[cH:33][cH:34][cH:35][cH:36][cH:37]3)[CH:11]([CH2:12][CH2:13]1)[CH2:14][CH2:15]2. Starting materials: OC1=CC(NC=C1)=O (4-hydroxy-2-pyridone), ClC1=C(C(=O)Cl)C=CC=C1 (2-chlorobenzoyl chloride). The product is ClC1=C(C(=O)OC2=CC(NC=C2)=O)C=CC=C1 (4-(2-chlorobenzoyloxy)-2-pyridone). The yield is 68.0%. RXN SMILES: [OH:1][C:2]1[CH:7]=[CH:6][NH:5][C:4](=[O:8])[CH:3]=1.[Cl:9][C:10]1[CH:18]=[CH:17][CH:16]=[CH:15][C:11]=1[C:12](Cl)=[O:13]>>[Cl:9][C:10]1[CH:18]=[CH:17][CH:16]=[CH:15][C:11]=1[C:12]([O:1][C:2]1[CH:7]=[CH:6][NH:5][C:4](=[O:8])[CH:3]=1)=[O:13]. Procedure details: The general procedure of Example 12 was followed using 1.00 g of 4-hydroxy-2-pyridone and 1.36 ml of 2-chlorobenzoyl chloride to produce 1.42 g of the title compound in a yield of 68%. Reactants: C(CCC)[Li] (butyllithium), C(C)C1=NC=CC=C1 (2-ethylpyridine), CI (methyl iodide). Solvent: O1CCCC1 (tetrahydrofuran). Reaction conditions: time 2 hour. Product: C(C)(C)C1=NC=CC=C1 (2-Isopropylpyridine). RXN SMILES: [CH2:1]([Li])CCC.[CH2:6]([C:8]1[CH:13]=[CH:12][CH:11]=[CH:10][N:9]=1)[CH3:7].CI>O1CCCC1>[CH:6]([C:8]1[CH:13]=[CH:12][CH:11]=[CH:10][N:9]=1)([CH3:1])[CH3:7]. Procedure: A solution of butyllithium (1.6M in hexanes, 50 mL) was added dropwise over 20 min to a solution of 2-ethylpyridine (9.34 mL) in tetrahydrofuran (50 mL) at −70° C. The mixture was stirred for 2 h then methyl iodide (5 mL) was added dropwise over 15 min. The resulting orange slurry was allowed to warm to RT and stirred overnight. The solvent was evaporated and the residue diluted with diethylether (100 mL). The organic layer was washed with water (2×100 mL) and brine (100 mL), then dried over sod... Starting materials: O[C@@H]1C[C@H](N(C1)C(=O)OCC1=CC=C(C=C1)[N+](=O)[O-])CN1C(NCC1)=O ((2S,4R)-4-hydroxy-1--(4-nitrobenzyloxycarbonyl)-2-(2-oxoimidazolidin-1-yl)methylpyrrolidine), N1=CC=CC=C1 (pyridine), N,N-dimethylaminopyridine, CS(=O)(=O)Cl (methanesulfonyl chloride). Run in ClCCl (dichloromethane). Run at time 1 hour. The product is CS(=O)(=O)O[C@@H]1C[C@H](N(C1)C(=O)OCC1=CC=C(C=C1)[N+](=O)[O-])CN1C(NCC1)=O ((2S,4R)-4-methanesulfonyloxy-1-(4-nitrobenzyloxycarbonyl)-2-(2-oxoimidazolidin-1-yl)methylpyrrolidine). Reaction SMILES: [OH:1][C@H:2]1[CH2:6][N:5]([C:7]([O:9][CH2:10][C:11]2[CH:16]=[CH:15][C:14]([N+:17]([O-:19])=[O:18])=[CH:13][CH:12]=2)=[O:8])[C@H:4]([CH2:20][N:21]2[CH2:25][CH2:24][NH:23][C:22]2=[O:26])[CH2:3]1.N1C=CC=CC=1.[CH3:33][S:34](Cl)(=[O:36])=[O:35]>ClCCl>[CH3:33][S:34]([O:1][C@H:2]1[CH2:6][N:5]([C:7]([O:9][CH2:10][C:11]2[CH:12]=[CH:13][C:14]([N+:17]([O-:19])=[O:18])=[CH:15][CH:16]=2)=[O:8])[C@H:4]([CH2:20][N:21]2[CH2:25][CH2:24][NH:23][C:22]2=[O:26])[CH2:3]1)(=[O:36])=[O:35]. Procedure details: To a solution of (2S,4R)-4-hydroxy-1--(4-nitrobenzyloxycarbonyl)-2-(2-oxoimidazolidin-1-yl)methylpyrrolidine (1.60 g), pyridine (0.43 ml) and N,N-dimethylaminopyridine (0.54 g) in dichloromethane (20 ml) was added methanesulfonyl chloride (0.37 ml) under ice-cooling and the mixture was stirred under the same condition for 1 hour and then allowed to stand at ambient temperature for 3 hours. The reaction mixture was washed successively with 1N hydrochloric acid, aqueous sodium hydrogen carbonate a...